describe an organic reaction: reactants, conditions, products, and yield From a dataset of the Open Reaction Database (ORD), a public repository of structured organic reaction records. Starting materials: C1C=CC2=CC=CC=C12 (indene), NC1=CC=C(C=C1)I (para-amino-iodo-benzene). The reagents and catalysts are CC(=O)[O-].CC(=O)[O-].[Pd+2] (Pd(OAc)2). The solvent is C(C)N(CC)CC (triethylamine). Product: NC1=CC=C(C=C1)C=1CC2=CC=CC=C2C1 (2-(4-amino-phenyl)-indene). As a reaction SMILES: [CH2:1]1[C:9]2[C:4](=[CH:5][CH:6]=[CH:7][CH:8]=2)[CH:3]=[CH:2]1.[NH2:10][C:11]1[CH:16]=[CH:15][C:14](I)=[CH:13][CH:12]=1>CC([O-])=O.CC([O-])=O.[Pd+2].C(N(CC)CC)C>[NH2:10][C:11]1[CH:16]=[CH:15][C:14]([C:2]2[CH2:3][C:4]3[C:9]([CH:1]=2)=[CH:8][CH:7]=[CH:6][CH:5]=3)=[CH:13][CH:12]=1 |f:2.3.4|. Procedure: 20 ml of triethylamine, 2.2 g (20 mmol) of indene, 4.38 g (20 mmol) of para-amino-iodo-benzene and 0.134 g (0.6 mmol) of Pd(OAc)2 were stirred under reflux for 10 h. After that all triethylamine was removed under reduced pressure. The residue was treated with 80 ml of 15% HCl. Forming precipitate was separated and washed with dichloromethane. The resulting substance was treated with the mixture 50 ml of dichloromethane and 50 ml of 5% KOH in water. Organic layer was separated, washed twice with ... Reactants: CC(CCC(C(C)C)C)OC1=CC=C(C(=O)O)C=C1 (p-[(1,4,5-trimethylhexyl)oxy]benzoic acid), C(C#C)Br (propargyl bromide). Product: C(C#C)OC(C1=CC=C(C=C1)OC(CCC(C(C)C)C)C)=O (p-[(1,4,5-trimethylhexyl)oxy]benzoic acid propargyl ester). RXN SMILES: [CH3:1][CH:2]([O:10][C:11]1[CH:19]=[CH:18][C:14]([C:15]([OH:17])=[O:16])=[CH:13][CH:12]=1)[CH2:3][CH2:4][CH:5]([CH3:9])[CH:6]([CH3:8])[CH3:7].[CH2:20](Br)[C:21]#[CH:22]>>[CH2:22]([O:16][C:15](=[O:17])[C:14]1[CH:18]=[CH:19][C:11]([O:10][CH:2]([CH3:1])[CH2:3][CH2:4][CH:5]([CH3:9])[CH:6]([CH3:7])[CH3:8])=[CH:12][CH:13]=1)[C:21]#[CH:20]. Procedure details: By utilizing the procedure of Example 8, by reacting p-[(1,4,5-trimethylhexyl)oxy]benzoic acid with propargyl bromide, there is obtained p-[(1,4,5-trimethylhexyl)oxy]benzoic acid propargyl ester; nD22 = 1.5050. Product: COCC#Cc1cc(Nc2c(C#N)cnc3cc(OC)c(OC)cc23)c2c(c1)OCO2. As a reaction SMILES: [Br:1][c:2]1[cH:3][c:4]2[c:5]([c:6]([NH:7][c:8]3[c:9]([C:22]#[N:23])[cH:10][n:11][c:12]4[cH:13][c:14]([O:20][CH3:21])[c:15]([O:18][CH3:19])[cH:16][c:17]34)[cH:24]1)[O:25][CH2:26][O:27]2.[CH2:28]([C:29]#[CH:30])[O:31][CH3:32].[CH2:33]1[CH2:34][NH:35][CH2:36][CH2:37]1.[Cl-:38].[NH4+:39].[cH:40]1[cH:41][cH:42][c:43]([P:44]([Pd:45]([P:46]([c:47]2[cH:48][cH:49][cH:50][cH:51][cH:52]2)([c:53]2[cH:54][cH:55][cH:56][cH:57][cH:58]2)[c:59]2[cH:60][cH:61][cH:62][cH:63][cH:64]2)([P:65]([c:66]2[cH:67][cH:68][cH:69][cH:70][cH:71]2)([c:72]2[cH:73][cH:74][cH:75][cH:76][cH:77]2)[c:78]2[cH:79][cH:80][cH:81][cH:82][cH:83]2)[P:84]([c:85]2[cH:86][cH:87][cH:88][cH:89][cH:90]2)([c:91]2[cH:92][cH:93][cH:94][cH:95][cH:96]2)[c:97]2[cH:98][cH:99][cH:100][cH:101][cH:102]2)([c:103]2[cH:104][cH:105][cH:106][cH:107][cH:108]2)[c:109]2[cH:110][cH:111][cH:112][cH:113][cH:114]2)[cH:115][cH:116]1>>[c:2]1([C:30]#[C:29][CH2:28][O:31][CH3:32])[cH:3][c:4]2[c:5]([c:6]([NH:7][c:8]3[c:9]([C:22]#[N:23])[cH:10][n:11][c:12]4[cH:13][c:14]([O:20][CH3:21])[c:15]([O:18][CH3:19])[cH:16][c:17]34)[cH:24]1)[O:25][CH2:26][O:27]2. Starting materials: COc1cc2ncc(C#N)c(Nc3cc(Br)cc4c3OCO4)c2cc1OC, C#CCOC, C1CCNC1, [Cl-], [NH4+], c1ccc(P(c2ccccc2)(c2ccccc2)[Pd](P(c2ccccc2)(c2ccccc2)c2ccccc2)(P(c2ccccc2)(c2ccccc2)c2ccccc2)P(c2ccccc2)(c2ccccc2)c2ccccc2)cc1. The reactants are C(C)(=O)OC(C)Br (1-bromoethyl acetate), C(C)(=O)OCC (ethyl acetate), NC=1SC=C(N1)C(C(=O)NC1[C@@H]2N(C(=C(CS2)S\C=C/C=2C=NC=CC2)C(=O)O)C1=O)=NOCC=C (7-[2-(2-aminothiazol-4-yl)-2-allyloxyiminoacetamido]-3-[(Z)-2-(3-pyridyl)vinylthio]-3-cephem-4-carboxylic acid), C([O-])([O-])=O.[Cs+].[Cs+] (cesium carbonate), C(C)(=O)OC(C)Br (1-bromoethyl acetate). The solvent is CN(C=O)C (N,N-dimethylformamide). Reaction conditions: time 20 minute. Product: NC=1SC=C(N1)C(C(=O)NC1[C@@H]2N(C(=C(CS2)S\C=C/C=2C=NC=CC2)C(=O)OC(C)OC(C)=O)C1=O)=NOCC=C (1-acetoxyethyl 7-[2-(2 -aminothiazol-4-yl)-2-allyloxyiminoacetamido]-3-[(Z)-2-(3-pyridyl)vinylthio]-3-cephem-4-carboxylate). Isolated yield 23.3%. Reaction SMILES: [NH2:1][C:2]1[S:3][CH:4]=[C:5]([C:7](=[N:32][O:33][CH2:34][CH:35]=[CH2:36])[C:8]([NH:10][CH:11]2[C:30](=[O:31])[N:13]3[C:14]([C:27]([OH:29])=[O:28])=[C:15]([S:18]/[CH:19]=[CH:20]\[C:21]4[CH:22]=[N:23][CH:24]=[CH:25][CH:26]=4)[CH2:16][S:17][C@H:12]23)=[O:9])[N:6]=1.C(=O)([O-])[O-].[Cs+].[Cs+].[C:43]([O:46][CH:47](Br)[CH3:48])(=[O:45])[CH3:44].C(OCC)(=O)C>CN(C)C=O>[NH2:1][C:2]1[S:3][CH:4]=[C:5]([C:7](=[N:32][O:33][CH2:34][CH:35]=[CH2:36])[C:8]([NH:10][CH:11]2[C:30](=[O:31])[N:13]3[C:14]([C:27]([O:29][CH:47]([O:46][C:43](=[O:45])[CH3:44])[CH3:48])=[O:28])=[C:15]([S:18]/[CH:19]=[CH:20]\[C:21]4[CH:22]=[N:23][CH:24]=[CH:25][CH:26]=4)[CH2:16][S:17][C@H:12]23)=[O:9])[N:6]=1 |f:1.2.3|. Procedure details: To a solution of 7-[2-(2-aminothiazol-4-yl)-2-allyloxyiminoacetamido]-3-[(Z)-2-(3-pyridyl)vinylthio]-3-cephem-4-carboxylic acid (syn isomer)(1.0 g) in N,N-dimethylformamide (20 ml) was added cesium carbonate (0.31 g). The mixture was stirred for 20 minutes at room temperature, and 1-bromoethyl acetate (0.96 g) was added dropwise thereto at 0°-3° C. After the mixture was stirred for 40 minutes, 1-bromoethyl acetate (0.3 g) was added thereto. After stirring for 1 hour, reaction mixture was poured ...